From a dataset of the Open Reaction Database (ORD), a public repository of structured organic reaction records. describe an organic reaction: reactants, conditions, products, and yield The reactants are C1(=CC=CC=C1)CCCC(CCCC1=CC=CC=C1)NC(=O)C1CCNCC1 (piperidine-4-carboxylic acid [4-phenyl-1-(3-phenyl-propyl)-butyl]-amide), O1[C@H](C1)COC1=C2C=CC=NC2=CC=C1 ((R)-5-oxiranylmethoxy-quinoline). Run in C(C)(C)O (isopropanol). Conditions: temperature 70 celsius. Yields the product C1(=CC=CC=C1)CCCC(CCCC1=CC=CC=C1)NC(=O)C1CCN(CC1)C[C@H](COC1=C2C=CC=NC2=CC=C1)O ((R)-1-[2-hydroxy-3-(quinolin-5-yloxy)-propyl]-piperidine-4-carboxylic acid [4-phenyl-1-(3-phenyl-propyl)-butyl]-amide). The yield is 51.0%. RXN SMILES: [C:1]1([CH2:7][CH2:8][CH2:9][CH:10]([NH:20][C:21]([CH:23]2[CH2:28][CH2:27][NH:26][CH2:25][CH2:24]2)=[O:22])[CH2:11][CH2:12][CH2:13][C:14]2[CH:19]=[CH:18][CH:17]=[CH:16][CH:15]=2)[CH:6]=[CH:5][CH:4]=[CH:3][CH:2]=1.[O:29]1[CH2:31][C@@H:30]1[CH2:32][O:33][C:34]1[CH:43]=[CH:42][CH:41]=[C:40]2[C:35]=1[CH:36]=[CH:37][CH:38]=[N:39]2>C(O)(C)C>[C:1]1([CH2:7][CH2:8][CH2:9][CH:10]([NH:20][C:21]([CH:23]2[CH2:28][CH2:27][N:26]([CH2:31][C@@H:30]([OH:29])[CH2:32][O:33][C:34]3[CH:43]=[CH:42][CH:41]=[C:40]4[C:35]=3[CH:36]=[CH:37][CH:38]=[N:39]4)[CH2:25][CH2:24]2)=[O:22])[CH2:11][CH2:12][CH2:13][C:14]2[CH:19]=[CH:18][CH:17]=[CH:16][CH:15]=2)[CH:6]=[CH:5][CH:4]=[CH:3][CH:2]=1. Procedure: Piperidine-4-carboxylic acid [4-phenyl-1-(3-phenyl-propyl)-butyl]-amide (4) (150.7 mg; 0.4 mmol) is dissolved in isopropanol (10 mL) at ambient temperature. (R)-5-Oxiranylmethoxy-quinoline (2) (79.8 mg; 0.4 mmol) is added, then the mixture is heated to 70° C. and maintained for 18 hours. After cooling to ambient temperature, the solution is concentrated in vacuo at 40° C. The residue is purified via silica gel chromatography with gradient elution (10%→100% acetone in hexanes) affording the desir... Reactants: C(C1=CC=CC=C1)OC(=O)N[C@H]([C@H]1CO1)CC1=CC=CC=C1 (3(S)-(benzyloxyformamido)-1,2(S)-epoxy-4-phenylbutane), C(C)(C)(C)NC(=O)C1CC2C(N1)CCC2 (N-tert.butyl-octahydro-cyclopenta[b]pyrrole-2-carboxamide). Solvent: C(C)O (ethanol). The product is C(C1=CC=CC=C1)OC(=O)N[C@H]([C@@H](CN1C2C(CC1C(=O)NC(C)(C)C)CCC2)O)CC2=CC=CC=C2 (1-[3(S)-(benzyloxyformamido)-2(R)-hydroxy-4-phenylbutyl]-N-tert.butyl-octahydro-cyclopenta[b]pyrrole-2-carboxamide). Isolated yield 92.7%. RXN SMILES: [CH2:1]([O:8][C:9]([NH:11][C@@H:12]([CH2:16][C:17]1[CH:22]=[CH:21][CH:20]=[CH:19][CH:18]=1)[C@@H:13]1[O:15][CH2:14]1)=[O:10])[C:2]1[CH:7]=[CH:6][CH:5]=[CH:4][CH:3]=1.[C:23]([NH:27][C:28]([CH:30]1[NH:34][CH:33]2[CH2:35][CH2:36][CH2:37][CH:32]2[CH2:31]1)=[O:29])([CH3:26])([CH3:25])[CH3:24]>C(O)C>[CH2:1]([O:8][C:9]([NH:11][C@@H:12]([CH2:16][C:17]1[CH:22]=[CH:21][CH:20]=[CH:19][CH:18]=1)[C@H:13]([OH:15])[CH2:14][N:34]1[CH:30]([C:28]([NH:27][C:23]([CH3:25])([CH3:26])[CH3:24])=[O:29])[CH2:31][CH:32]2[CH2:37][CH2:36][CH2:35][CH:33]12)=[O:10])[C:2]1[CH:7]=[CH:6][CH:5]=[CH:4][CH:3]=1. Reported procedure: A solution of 2.98 g of 3(S)-(benzyloxyformamido)-1,2(S)-epoxy-4-phenylbutane and 2.1 g of N-tert.butyl-octahydro-cyclopenta[b]pyrrole-2-carboxamide in 50 ml of ethanol was heated at reflux for 10 hours and the solvent was then removed by evaporation. Chromatography on silica gel using System H for the elution then gave 4.7 g of 1-[3(S)-(benzyloxyformamido)-2(R)-hydroxy-4-phenylbutyl]-N-tert.butyl-octahydro-cyclopenta[b]pyrrole-2-carboxamide as a mixture of four diastereomers: MS: m/e 508 [M+H]+... Reactants: O.C1(=CC(O)=CC(C)=C1)O (Orcinol monohydrate), [N+](=O)([O-])C1=C(C=CC=C1)S(=O)(=O)Cl (2-nitrobenzenesulfonyl chloride). The solvent is C(=O)(O)[O-].[Na+] (NaHCO3), C(C)OCC (diethyl ether), O (water). Conditions: time 8 hour. The product is CC=1C=C(C=C(C1)O)OS(=O)(=O)C1=C(C=CC=C1)[N+](=O)[O-] (5-Methyl-3-(2-nitrophenylsulfonyloxy)phenol). The yield is 65.7%. As a reaction SMILES: O.[C:2]1([OH:10])[CH:9]=[C:7]([CH3:8])[CH:6]=[C:4]([OH:5])[CH:3]=1.[N+:11]([C:14]1[CH:19]=[CH:18][CH:17]=[CH:16][C:15]=1[S:20](Cl)(=[O:22])=[O:21])([O-:13])=[O:12]>C([O-])(O)=O.[Na+].C(OCC)C.O>[CH3:8][C:7]1[CH:9]=[C:2]([O:10][S:20]([C:15]2[CH:16]=[CH:17][CH:18]=[CH:19][C:14]=2[N+:11]([O-:13])=[O:12])(=[O:21])=[O:22])[CH:3]=[C:4]([OH:5])[CH:6]=1 |f:0.1,3.4|. Reported procedure: Orcinol monohydrate (4.27 g, 30.0 mmol) and 2-nitrobenzenesulfonyl chloride (6.65 g, 30.0 mmol) were mixed in saturated aqueous NaHCO3 (100 mL) and diethyl ether (100 mL). The biphasic mixture was stirred vigorously at ambient temperature overnight. The reaction mixture was diluted with water (150 mL) and extracted into ethyl acetate (3×100 mL). The organic phase was washed with brine (2×100 mL) and dried over Na2SO4. After removing the solvent in vacuo, the residue was purified by flash column ... Starting materials: NCCSC1C2=C(OCC3=C1C=CC=C3)C=CC(=C2)C(=O)OC (methyl 11-(2-aminoethyl)thio-6,11-dihydrodibenz-[b,e]oxepin-2-carboxylate), C1(=CC=CC=C1)N=C=O (phenyl isocyanate). Solvent: C(Cl)Cl (methylene chloride). Run at time 2 hour. The product is C1(=CC=CC=C1)NC(NCCSC1C2=C(OCC3=C1C=CC=C3)C=CC(=C2)C(=O)OC)=O (Methyl 11-[2-(3-phenylureido)ethyl]thio-6,11-dihydrodibenz-[b,e]oxepin-2-carboxylate). RXN SMILES: [NH2:1][CH2:2][CH2:3][S:4][CH:5]1[C:11]2[CH:12]=[CH:13][CH:14]=[CH:15][C:10]=2[CH2:9][O:8][C:7]2[CH:16]=[CH:17][C:18]([C:20]([O:22][CH3:23])=[O:21])=[CH:19][C:6]1=2.[C:24]1([N:30]=[C:31]=[O:32])[CH:29]=[CH:28][CH:27]=[CH:26][CH:25]=1>C(Cl)Cl>[C:24]1([NH:30][C:31](=[O:32])[NH:1][CH2:2][CH2:3][S:4][CH:5]2[C:11]3[CH:12]=[CH:13][CH:14]=[CH:15][C:10]=3[CH2:9][O:8][C:7]3[CH:16]=[CH:17][C:18]([C:20]([O:22][CH3:23])=[O:21])=[CH:19][C:6]2=3)[CH:29]=[CH:28][CH:27]=[CH:26][CH:25]=1. Reported procedure: Compound f, 2.0 g, obtained in Reference Example 6 was dissolved in 100 ml of methylene chloride and 0.7 ml of phenyl isocyanate was added to the solution. The mixture was stirred at room temperature for 2 hours. The solvent was distilled off under reduced pressure. The residue was extracted with 200 ml of ethyl acetate. The extract was washed with saturated sodium chloride aqueous solution and dried over anhydrous magnesium sulfate. Then, the solvent was distilled off under reduced pressure. Th... Starting materials: BrCCCCC#N (5-bromovaleronitrile), CC1=C(NC2=CC=CC=C12)N1C=NC=C1 (3-methyl-2-(1-imidazolyl)-indole), [H-].[Na+] (sodium hydride), O (water). Reaction SMILES: [CH3:1][C:2]1[C:10]2[C:5](=[CH:6][CH:7]=[CH:8][CH:9]=2)[NH:4][C:3]=1[N:11]1[CH:15]=[CH:14][N:13]=[CH:12]1.[H-].[Na+].Br[CH2:19][CH2:20][CH2:21][CH2:22][C:23]#[N:24].O>CN(C)C=O>[C:23]([CH2:22][CH2:21][CH2:20][CH2:19][N:4]1[C:5]2[C:10](=[CH:9][CH:8]=[CH:7][CH:6]=2)[C:2]([CH3:1])=[C:3]1[N:11]1[CH:15]=[CH:14][N:13]=[CH:12]1)#[N:24] |f:1.2|. Run at time 0.5 hour. The solvent is CN(C=O)C (dimethylformamide), CN(C=O)C (dimethylformamide), CN(C=O)C (dimethylformamide). The product is C(#N)CCCCN1C(=C(C2=CC=CC=C12)C)N1C=NC=C1 (1-(4-cyanobutyl)-3-methyl-2-(1-imidazolyl)-indole). Procedure: A solution of 3-methyl-2-(1-imidazolyl)-indole (2.0 g) in 12 ml of dimethylformamide is added to a suspension of 0.6 g of 50% sodium hydride (dispersion in mineral oil) in 6 ml of dimethylformamide at 0°. The mixture is stirred at 0° for 0.5 hour and is treated with a solution of 1.8 g of 5-bromovaleronitrile in 4 ml of dimethylformamide. This mixture is stirred at room temperature overnight and is poured into 125 ml of water. This is extracted with 2×50 ml of ethyl acetate, the extract is washe... Reactants: ClCCl, Cc1nc(C(=O)N2CCOC3(CCN(CCOc4ccc(CO)cc4)CC3)C2)cs1. The product is Cc1nc(C(=O)N2CCOC3(CCN(CCOc4ccc(C=O)cc4)CC3)C2)cs1. Reaction SMILES: [Cl:31][CH2:32][Cl:33].[OH:1][CH2:2][c:3]1[cH:4][cH:5][c:6]([O:7][CH2:8][CH2:9][N:10]2[CH2:11][CH2:12][C:13]3([CH2:14][N:15]([C:19](=[O:20])[c:21]4[n:22][c:23]([CH3:26])[s:24][cH:25]4)[CH2:16][CH2:17][O:18]3)[CH2:27][CH2:28]2)[cH:29][cH:30]1>>[O:1]=[CH:2][c:3]1[cH:4][cH:5][c:6]([O:7][CH2:8][CH2:9][N:10]2[CH2:11][CH2:12][C:13]3([CH2:14][N:15]([C:19](=[O:20])[c:21]4[n:22][c:23]([CH3:26])[s:24][cH:25]4)[CH2:16][CH2:17][O:18]3)[CH2:27][CH2:28]2)[cH:29][cH:30]1. Starting materials: N1=CNC2=C1C=CC(=C2)N (benzimidazol-5-amine), 0.311, C(CCC)=O (n-butanal), [BH4-].[Na+] (NaBH4). The product is C(CCC)NC1=CC2=C(NC=N2)C=C1 (N-Butyl-1H-benzo[d]imidazol-5-amine). RXN SMILES: [N:1]1[C:5]2[CH:6]=[CH:7][C:8]([NH2:10])=[CH:9][C:4]=2[NH:3][CH:2]=1.[CH:11](=O)[CH2:12][CH2:13][CH3:14].[BH4-].[Na+]>>[CH2:11]([NH:10][C:8]1[CH:7]=[CH:6][C:5]2[NH:1][CH:2]=[N:3][C:4]=2[CH:9]=1)[CH2:12][CH2:13][CH3:14] |f:2.3|. Procedure: The compound was synthesized starting from benzimidazol-5-amine (399 mg; 3 mmol; 1 eq.), n-butanal (238 mg; 0.291 ml; 3.3 mmol; 1.1 eq.) and NaBH4 (228 mg; 6 mmol; 2 eq.) as described in method 3; Yield: 0.311 (54.9%); MS m/z: 190.4 [M+H]+; 1H-NMR (400 MHz, DMSO d6): δ 0.91 (t, 3H, 3J=7.5 Hz); 1.35-1.44 (m, 2H); 1.52-1.59 (m, 2H); 2.99 (t, 2H, 3J=7.1 Hz); 5.27 (br s, 1H); 6.53-6.55 (m, 2H); 7.25-7.27 (m, 1H); 7.84 (s, 1H); 11.83 (br s, 1H); HPLC (METHOD [A]): rt 7.51 min (95.9%) Reactants: C(C)(=O)O[C@H]1[C@@H](C(N1C(C(=O)OC)=O)=O)NC(=O)OCC1=CC=CC=C1 (methyl ((3S,4S)-4-acetoxy-3-benzyloxycarbonylaminoazetidin-2-on-1-yl)-2-oxoacetate), O (water). Solvent: CO (methanol). Conditions: time 2 day. Product: C(C)(=O)O[C@H]1[C@@H](C(N1)=O)NC(=O)OCC1=CC=CC=C1 ((3S,4S)-4-acetoxy-3-benzyloxycarbonylaminoazetidin-2-one). Yield: 74.3%. RXN SMILES: [C:1]([O:4][C@@H:5]1[N:8](C(=O)C(OC)=O)[C:7](=[O:15])[C@H:6]1[NH:16][C:17]([O:19][CH2:20][C:21]1[CH:26]=[CH:25][CH:24]=[CH:23][CH:22]=1)=[O:18])(=[O:3])[CH3:2].O>CO>[C:1]([O:4][C@@H:5]1[NH:8][C:7](=[O:15])[C@H:6]1[NH:16][C:17]([O:19][CH2:20][C:21]1[CH:26]=[CH:25][CH:24]=[CH:23][CH:22]=1)=[O:18])(=[O:3])[CH3:2]. Reported procedure: A mixture containing 2.34 g (6.43 mmol) methyl ((3S,4S)-4-acetoxy-3-benzyloxycarbonylaminoazetidin-2-on-1-yl)-2-oxoacetate and 5 ml of water in 250 ml of methanol is left at room temperature for 2 days. The mixture is evaporated in vacuo and the residue dried in high vacuo and recrystallized from methylene chloride-n-hexane. In this way, 1.33 g (74%) of title compound of melting point 110° to 113° C. is obtained. Chromatography of the mother liquors on 70 g of silica gel using a 3:1 mixture of t... Starting materials: ClC=1C=C(N)C=CC1Cl (3,4-dichloroaniline), C1C2N(CCN1CCCC(=O)O)CCCC2 (4-(Octahydro-2H-pyrido[1,2-a]pyrazin-2-yl)butyric acid). Product: ClC=1C=C(C=CC1Cl)NC(CCCN1CC2N(CC1)CCCC2)=O (N-(3,4-Dichlorophenyl)-4(octahydro-2H-pyrido[1,2-a]pyrazin-2-yl)-butyramide). RXN SMILES: [Cl:1][C:2]1[CH:3]=[C:4]([CH:6]=[CH:7][C:8]=1[Cl:9])[NH2:5].[CH2:10]1[N:15]([CH2:16][CH2:17][CH2:18][C:19](O)=[O:20])[CH2:14][CH2:13][N:12]2[CH2:22][CH2:23][CH2:24][CH2:25][CH:11]12>>[Cl:1][C:2]1[CH:3]=[C:4]([NH:5][C:19](=[O:20])[CH2:18][CH2:17][CH2:16][N:15]2[CH2:14][CH2:13][N:12]3[CH2:22][CH2:23][CH2:24][CH2:25][CH:11]3[CH2:10]2)[CH:6]=[CH:7][C:8]=1[Cl:9]. Reported procedure: The procedure is as for Example 2 using as substrate 3,4-dichloroaniline and the compound obtained in Step B of Example 2.